From a dataset of the Open Reaction Database (ORD), a public repository of structured organic reaction records. describe an organic reaction: reactants, conditions, products, and yield Starting materials: OC1=CC(=C(C=C1)CC(=O)OC)OCC(F)(F)F (methyl 4-hydroxy-2-(2,2,2-trifluoroethoxy)phenylacetate), O (water), [Li+].[OH-] (LiOH). The solvent is C1CCOC1 (THF). Reaction conditions: time 6 hour. Yields the product OC1=CC(=C(C=C1)CC(=O)O)OCC(F)(F)F (4-hydroxy-2-(2,2,2-trifluoroethoxy)phenylacetic acid). Reaction SMILES: [OH:1][C:2]1[CH:7]=[CH:6][C:5]([CH2:8][C:9]([O:11]C)=[O:10])=[C:4]([O:13][CH2:14][C:15]([F:18])([F:17])[F:16])[CH:3]=1.O.[Li+].[OH-]>C1COCC1>[OH:1][C:2]1[CH:7]=[CH:6][C:5]([CH2:8][C:9]([OH:11])=[O:10])=[C:4]([O:13][CH2:14][C:15]([F:16])([F:17])[F:18])[CH:3]=1 |f:2.3|. Procedure: To a stirred solution of methyl 4-hydroxy-2-(2,2,2-trifluoroethoxy)phenylacetate (1.3 g, 4.8 mmol) from Step 4 above in THF (15 mL) was added water (3 mL) and LiOH (0.62 g, 15 mmol). The mixture was stirred at ambient temperature for 6 h and the solvents were removed under reduced pressure. The residue was partitioned between CH2Cl2 and aqueous citric acid. The organic phase was dried (MgSO4), filtered, and the solvent was removed under reduced pressure to give 4-hydroxy-2-(2,2,2-trifluoroethoxy... Starting materials: C1(=CC=CC=C1)C (toluene), Al Zr, [Cl-].[Cl-].C(CCC)C1(C=CC=C1)[Zr+2]C1(C=CC=C1)CCCC (Bis(n-butylcyclopentadienyl)zirconium dichloride), C=C (ethylene), C1(=CC=CC=C1)C (toluene), C1(=CC=CC=C1)C (toluene), C=C (ethylene). Solvent: CO (methanol). Run at temperature 40 celsius, time 10 minute. Product: CCCCC1=[C-]CC=C1.CCCCC1=[C-]CC=C1.[Cl-].[Cl-].[Zr+4] (Bis(N-Butylcyclopentadienyl)Zirconium Dichloride). RXN SMILES: C1(C)C=CC=CC=1.[Cl-:8].[Cl-].[CH2:10]([C:14]1([Zr+2:19]C2(CCCC)C=CC=C2)[CH:18]=[CH:17][CH:16]=[CH:15]1)[CH2:11][CH2:12][CH3:13].C=C>CO>[CH3:13][CH2:12][CH2:11][CH2:10][C:14]1[CH:15]=[CH:16][CH2:17][C-:18]=1.[CH3:13][CH2:12][CH2:11][CH2:10][C:14]1[CH:15]=[CH:16][CH2:17][C-:18]=1.[Cl-:8].[Cl-:8].[Zr+4:19] |f:1.2.3,6.7.8.9.10|. Reported procedure: To a 500 mL four-necked flask equipped with magnetic stirrer was charged 250 mL of toluene. The toluene was heated to 34° C. To this was added a toluene solution of 0.043 g (1.6 mmol) of polymethylaluminoxane composition based on aluminum atoms. Bis(n-butylcyclopentadienyl)zirconium dichloride ((nBu-Cp)2ZrCl2) was added to achieve an Al/Zr mole ratio of 5,000. While raising the temperature to 40° C., ethylene gas was blown in. After 10 minutes, the ethylene gas feed was halted and methanol was i... Reaction SMILES: ClC12[O:8]C1CCC(Cl)(F)C2.[CH2:11]([C:14]1(O)[C:19]([Cl:21])([Cl:20])[CH2:18][CH2:17][CH2:16][C:15]1([Cl:23])Cl)[CH:12]=[CH2:13].[OH-].[Na+]>O>[CH2:11]([CH:14]1[C:19]([Cl:21])([Cl:20])[CH2:18][CH2:17][CH:16]2[C:15]1([Cl:23])[O:8]2)[CH:12]=[CH2:13] |f:2.3|. Reactants: ClC12CC(CCC2O1)(F)Cl (1,3-dichloro-3-fluoro-7-oxabicyclo[4.1.0]heptane), C(C=C)C1(C(CCCC1(Cl)Cl)(Cl)Cl)O (1-allyl-2,2,6,6-tetrachlorocyclohexanol), [OH-].[Na+] (sodium hydroxide). Run at time 15 minute. Run in O (water). Yield: 92.0%. Procedure details: The same procedure was employed as for the preparation of 2e in Example 17: it was performed with 1.12 g (4.03 mmol) of crude alcohol 1l, 5.5 cm3 of distilled water and 0.6 g (12.5 mmol) of sodium hydroxide; reaction time was 1 h 15 min followed by ether extraction; the crude product was employed as such (crude yld=90.5%) or purified by flash chromatography on silica (eluent: ether/petroleum ether=3/97): 0.89 g of epoxide 2j were obtained, that was a 92% yield (macrobore GC purity>98.6%). Product: C(C=C)C1C2(OC2CCC1(Cl)Cl)Cl (2allyl,1,3,3-trichloro-7-oxabicyclo[4.1.0]heptane). Reactants: C([O-])(O)=O.[Na+] (sodium bicarbonate), BrC=1C(=NC=C(C1)C)N (3-bromo-5-methylpyridin-2-amine), ClC(=C[O-])C(=O)OCC.[K+] (potassium 2-chloro-3-ethoxy-3-oxoprop-1-en-1-olate), S(O)(O)(=O)=O (sulfuric acid). Solvent: CC(C)O (2-propanol). Run at temperature 90 celsius, time 24 hour. The product is BrC=1C=2N(C=C(C1)C)C(=CN2)C(=O)OCC (ethyl 8-bromo-6-methylimidazo[1,2-a]pyridine-3-carboxylate). Yield: 22.0%. As a reaction SMILES: [Br:1][C:2]1[C:3]([NH2:9])=[N:4][CH:5]=[C:6]([CH3:8])[CH:7]=1.Cl[C:11]([C:14]([O:16][CH2:17][CH3:18])=[O:15])=[CH:12][O-].[K+].S(=O)(=O)(O)O.C(=O)(O)[O-].[Na+]>CC(O)C>[Br:1][C:2]1[C:3]2[N:4]([C:11]([C:14]([O:16][CH2:17][CH3:18])=[O:15])=[CH:12][N:9]=2)[CH:5]=[C:6]([CH3:8])[CH:7]=1 |f:1.2,4.5|. Reported procedure: A mixture of 3-bromo-5-methylpyridin-2-amine (3 g), potassium 2-chloro-3-ethoxy-3-oxoprop-1-en-1-olate (7.6 g), sulfuric acid (0.86 mL) and 2-propanol (60 mL) was stirred at 90° C. for 24 hr. To the reaction mixture was added saturated aqueous sodium bicarbonate solution, and the mixture was extracted with ethyl acetate. The extract was dried over anhydrous magnesium sulfate, and the solvent was evaporated under reduced pressure. The residue was purified by silica gel column chromatography (ethy...